This data is from the Open Reaction Database (ORD), a public repository of structured organic reaction records. The task is: describe an organic reaction: reactants, conditions, products, and yield Reactants: INC(CCC(=O)N)=O (N-Iodosuccinamide), FC(C(=O)OC(C(F)(F)F)=O)(F)F (trifluoroacetic anhydride), C(C(C)C)OC1=C(C(=O)O)C=CC=N1 (2-isobutoxynicotinic acid). The solvent is FC(C(=O)O)(F)F (trifluoroacetic acid). Yields the product C(C(C)C)OC1=C(C(=O)O)C=C(C=N1)I (2-Isobutoxy-5-iodonicotinic Acid). As a reaction SMILES: [I:1]NC(=O)CCC(N)=O.FC(F)(F)C(OC(=O)C(F)(F)F)=O.[CH2:23]([O:27][C:28]1[N:36]=[CH:35][CH:34]=[CH:33][C:29]=1[C:30]([OH:32])=[O:31])[CH:24]([CH3:26])[CH3:25]>FC(F)(F)C(O)=O>[CH2:23]([O:27][C:28]1[N:36]=[CH:35][C:34]([I:1])=[CH:33][C:29]=1[C:30]([OH:32])=[O:31])[CH:24]([CH3:26])[CH3:25]. Procedure details: N-Iodosuccinamide (18.22 g, 0.08 mol), trifluoroacetic acid (100 mL) and trifluoroacetic anhydride (25 mL) were added to 2-isobutoxynicotinic acid (10.55 g, 0.054 mol). The mixture was refluxed for 2.5 h, cooled and the solvents evaporated. The residue was extracted from water with ethyl acetate and the organics washed with water (twice) and brine (twice), dried (MgSO4) and concentrated. The red residue was redissolved in ethyl acetate washed with sodium thiosulfate solution (twice), water (twic... Reactants: S(=O)(Cl)Cl (thionyl chloride), C(C1=CC=CC=C1)O[C@@H]1[C@H](O)O[C@H]([C@@H]([C@H]1OCC1=CC=CC=C1)OCC1=CC=CC=C1)COCC1=CC=CC=C1 (2,3,4,6-Tetra-O-benzyl-α-L-glucopyranose), Solvent D. Reagents/catalysts: [Cl-].[Zn+2].[Cl-] (zinc chloride). The solvent is C1=CC=CC=C1 (benzene). Product: C(C1=CC=CC=C1)O[C@@H]1C(O[C@H]([C@@H]([C@H]1OCC1=CC=CC=C1)OCC1=CC=CC=C1)COCC1=CC=CC=C1)Cl (2,3,4,6-Tetra-O-benzyl-L-glucopyranosyl chloride). Reaction SMILES: [CH2:1]([O:8][C@H:9]1[C@H:15]([O:16][CH2:17][C:18]2[CH:23]=[CH:22][CH:21]=[CH:20][CH:19]=2)[C@@H:14]([O:24][CH2:25][C:26]2[CH:31]=[CH:30][CH:29]=[CH:28][CH:27]=2)[C@H:13]([CH2:32][O:33][CH2:34][C:35]2[CH:40]=[CH:39][CH:38]=[CH:37][CH:36]=2)[O:12][C@H:10]1O)[C:2]1[CH:7]=[CH:6][CH:5]=[CH:4][CH:3]=1.S(Cl)([Cl:43])=O>C1C=CC=CC=1.[Cl-].[Zn+2].[Cl-]>[CH2:1]([O:8][C@H:9]1[C@H:15]([O:16][CH2:17][C:18]2[CH:23]=[CH:22][CH:21]=[CH:20][CH:19]=2)[C@@H:14]([O:24][CH2:25][C:26]2[CH:31]=[CH:30][CH:29]=[CH:28][CH:27]=2)[C@H:13]([CH2:32][O:33][CH2:34][C:35]2[CH:40]=[CH:39][CH:38]=[CH:37][CH:36]=2)[O:12][CH:10]1[Cl:43])[C:2]1[CH:7]=[CH:6][CH:5]=[CH:4][CH:3]=1 |f:3.4.5|. Reported procedure: Method B--2,3,4,6-Tetra-O-benzyl-α-L-glucopyranose (400 mg.) was dissolved in dry benzene (25 ml.) in a round-bottomed flask equipped with a calcium chloride drying tube and an inlet for nitrogen. To the magnetically stirred solution was added zinc chloride (1.1 g.) followed by thionyl chloride (0.55 ml.) care being taken to exclude atmospheric moisture. The reaction, which was monitored by t.l.c. (Solvent D), was complete after approximately 45 minutes. The solution was then filtered through a ... Reactants: COc1cc(SC)c(F)cc1O, COc1cc(F)c(F)cc1O, CCOC(=O)N=NC(=O)OCC, C1CCOC1, OCCCl, c1ccc(P(c2ccccc2)c2ccccc2)cc1. Yields the product COc1cc(F)c(F)cc1OCCCl. RXN SMILES: [CH3:12][O:13][c:14]1[cH:15][c:16]([S:17][CH3:18])[c:19]([F:20])[cH:21][c:22]1[OH:23].[CH3:1][O:2][c:3]1[c:4]([OH:11])[cH:5][c:6]([F:10])[c:7]([F:9])[cH:8]1.[O:47]=[C:48]([O:49][CH2:50][CH3:51])[N:52]=[N:53][C:54]([O:55][CH2:56][CH3:57])=[O:58].[O:59]1[CH2:60][CH2:61][CH2:62][CH2:63]1.[OH:43][CH2:44][CH2:45][Cl:46].[c:24]1([P:25]([c:26]2[cH:27][cH:28][cH:29][cH:30][cH:31]2)[c:32]2[cH:33][cH:34][cH:35][cH:36][cH:37]2)[cH:38][cH:39][cH:40][cH:41][cH:42]1>>[CH3:1][O:2][c:3]1[c:4]([O:43][CH2:44][CH2:45][Cl:46])[cH:5][c:6]([F:10])[c:7]([F:9])[cH:8]1. Starting materials: C(C)OC([C@@H](NC(=O)OCC1=CC=CC=C1)CCC(=O)O)=O (N-Benzyloxycarbonyl-glutamic acid-α-ethyl ester), anhydride. The solvent is C(C)O (ethanol). Yields the product α- and γ-monoethyl esters, N([C@@H](CCC(O)=O)C(=O)O)C(=O)OCC1=CC=CC=C1 (Z-Glu). Reaction SMILES: C([O:3][C:4](=[O:22])[C@H:5]([CH2:17][CH2:18][C:19]([OH:21])=[O:20])[NH:6][C:7]([O:9][CH2:10][C:11]1[CH:16]=[CH:15][CH:14]=[CH:13][CH:12]=1)=[O:8])C>C(O)C>[NH:6]([C:7]([O:9][CH2:10][C:11]1[CH:16]=[CH:15][CH:14]=[CH:13][CH:12]=1)=[O:8])[C@H:5]([C:4]([OH:22])=[O:3])[CH2:17][CH2:18][C:19](=[O:20])[OH:21]. Reported procedure: N-Benzyloxycarbonyl-glutamic acid-α-ethyl ester. 113 g (0.43 mol) of Z-glu anhydride is dissolved in one liter of anhydrous ethanol and refluxed for 15 hours. The α- and γ-monoethyl esters of Z-Glu are thus formed successively in a ratio of 1:2. The reaction solution is concentrated in vacuo, the oily residue dissolved with 250 ml of anhydrous ether, 78 g of distilled dicyclohexylamine is added, and the mixture is let stand for 2 days in the refrigerator. The crystallizate of the α- and γ-ester....